describe an organic reaction: reactants, conditions, products, and yield From a dataset of the Open Reaction Database (ORD), a public repository of structured organic reaction records. Starting materials: C(C)(=O)OCC (Ethyl acetate), N1(CCCCCC1)CC=1C=C(C=CC1O)C(CNC(C(C1=CC=CC=C1)C1=CC=CC=C1)=O)C1=CC(=C(C=C1)O)CN1CCCCCC1 (N-[2,2-Bis-(3-azepan-1-ylmethyl-4-hydroxyphenyl)ethyl]-2,2-diphenylacetamide), C(C(=O)O)(=O)O (oxalic acid), C(C)(C)O (isopropanol). Run in C(C)O (ethanol). Yields the product C(C(=O)O)(=O)O.N1(CCCCCC1)CC=1C=C(C=CC1O)C(CNC(C(C1=CC=CC=C1)C1=CC=CC=C1)=O)C1=CC(=C(C=C1)O)CN1CCCCCC1 (N-[2,2-Bis-(3-azepan-1-ylmethyl-4-hydroxyphenyl)ethyl]-2,2-diphenylacetamide oxalic acid salt). Yield: 23.9%. As a reaction SMILES: [N:1]1([CH2:8][C:9]2[CH:10]=[C:11]([CH:16]([C:34]3[CH:39]=[CH:38][C:37]([OH:40])=[C:36]([CH2:41][N:42]4[CH2:48][CH2:47][CH2:46][CH2:45][CH2:44][CH2:43]4)[CH:35]=3)[CH2:17][NH:18][C:19](=[O:33])[CH:20]([C:27]3[CH:32]=[CH:31][CH:30]=[CH:29][CH:28]=3)[C:21]3[CH:26]=[CH:25][CH:24]=[CH:23][CH:22]=3)[CH:12]=[CH:13][C:14]=2[OH:15])[CH2:7][CH2:6][CH2:5][CH2:4][CH2:3][CH2:2]1.[C:49]([OH:54])(=[O:53])[C:50]([OH:52])=[O:51].C(O)(C)C.C(OCC)(=O)C>C(O)C>[C:49]([OH:54])(=[O:53])[C:50]([OH:52])=[O:51].[N:1]1([CH2:8][C:9]2[CH:10]=[C:11]([CH:16]([C:34]3[CH:39]=[CH:38][C:37]([OH:40])=[C:36]([CH2:41][N:42]4[CH2:43][CH2:44][CH2:45][CH2:46][CH2:47][CH2:48]4)[CH:35]=3)[CH2:17][NH:18][C:19](=[O:33])[CH:20]([C:27]3[CH:28]=[CH:29][CH:30]=[CH:31][CH:32]=3)[C:21]3[CH:26]=[CH:25][CH:24]=[CH:23][CH:22]=3)[CH:12]=[CH:13][C:14]=2[OH:15])[CH2:7][CH2:6][CH2:5][CH2:4][CH2:3][CH2:2]1 |f:5.6|. Procedure: A solution of the product from Example 17 (0.89 g, 1.22 mmol) and oxalic acid (0.34 g, 2.66 mmol) in 5 mL ethanol was triturated with isopropanol (20 mL). Ethyl acetate (30 mL) was added and the solid collected by filtration. The solid was dried under vacuum at 75° C. to give the title compound (0.215 g, 20%) as a white solid. The reactants are O=[N+]([O-])c1cnc2cc(Br)ccc2c1O, N#N, O=P(Cl)(Cl)Cl. The product is O=[N+]([O-])c1cnc2cc(Br)ccc2c1Cl. As a reaction SMILES: [Br:1][c:2]1[cH:3][cH:4][c:5]2[c:6]([OH:15])[c:7]([N+:12](=[O:13])[O-:14])[cH:8][n:9][c:10]2[cH:11]1.[N:16]#[N:17].[P:18]([Cl:19])([Cl:20])([Cl:21])=[O:22]>>[Br:1][c:2]1[cH:3][cH:4][c:5]2[c:6]([Cl:20])[c:7]([N+:12](=[O:13])[O-:14])[cH:8][n:9][c:10]2[cH:11]1. The reactants are CCCBr, O=C([O-])[O-], O=Cc1cc(I)c(O)c(OCc2ccccc2)c1, [K+], [K+], CN(C)C=O, O. Product: CCCOc1c(I)cc(C=O)cc1OCc1ccccc1. RXN SMILES: [Br:25][CH2:26][CH2:27][CH3:28].[C:19](=[O:20])([O-:21])[O-:22].[CH2:1]([c:2]1[cH:3][cH:4][cH:5][cH:6][cH:7]1)[O:8][c:9]1[cH:10][c:11]([CH:12]=[O:13])[cH:14][c:15]([I:18])[c:16]1[OH:17].[K+:23].[K+:24].[O:29]=[CH:30][N:31]([CH3:32])[CH3:33].[OH2:34]>>[CH2:1]([c:2]1[cH:3][cH:4][cH:5][cH:6][cH:7]1)[O:8][c:9]1[cH:10][c:11]([CH:12]=[O:13])[cH:14][c:15]([I:18])[c:16]1[O:17][CH2:26][CH2:27][CH3:28]. Yields the product OCC1CN(Cc2ccccc2)CCC1c1ccc(F)cc1. RXN SMILES: [Al+3:2].[CH2:10]([c:11]1[cH:12][cH:13][cH:14][cH:15][cH:16]1)[N:17]1[CH2:18][CH:19]([CH2:30][OH:31])[C:20]([c:23]2[cH:24][cH:25][c:26]([F:29])[cH:27][cH:28]2)=[CH:21][CH2:22]1.[CH2:34]1[O:35][CH2:36][CH2:37][CH2:38]1.[Cl-:7].[Cl-:9].[H-:1].[H-:4].[H-:5].[H-:6].[Mg+2:8].[Na+:33].[Na+:3].[OH-:32].[OH2:39]>>[CH2:10]([c:11]1[cH:12][cH:13][cH:14][cH:15][cH:16]1)[N:17]1[CH2:18][CH:19]([CH2:30][OH:31])[CH:20]([c:23]2[cH:24][cH:25][c:26]([F:29])[cH:27][cH:28]2)[CH2:21][CH2:22]1. Starting materials: [Al+3], OCC1CN(Cc2ccccc2)CC=C1c1ccc(F)cc1, C1CCOC1, [Cl-], [Cl-], [H-], [H-], [H-], [H-], [Mg+2], [Na+], [Na+], [OH-], O. The reactants are [Br-].[Li+].C[Li] (methyllithium-lithium bromide), C(C1=CC=CC=C1)N1CCC(CC1)N(C1=NC=CC=C1NC1(CC1)OCC)C (1-Benzyl-4-[N-methyl-N-(3-(1-ethoxycyclopropylamino)-2-pyridinyl)amino]piperidine). Solvent: C1(=CC=CC=C1)C (toluene), C1(=CC=CC=C1)C (toluene). Run at temperature -78 celsius, time 1 hour. Yields the product C(C1=CC=CC=C1)N1CCC(CC1)N(C1=NC=CC=C1NC1(CC1)C)C (1-Benzyl-4-[N-methyl-N-(3-(1-methylcyclopropylamino)-2-pyridinyl)amino]piperidine). RXN SMILES: [Br-].[Li+].[CH3:3][Li].[CH2:5]([N:12]1[CH2:17][CH2:16][CH:15]([N:18]([CH3:32])[C:19]2[C:24]([NH:25][C:26]3(OCC)[CH2:28][CH2:27]3)=[CH:23][CH:22]=[CH:21][N:20]=2)[CH2:14][CH2:13]1)[C:6]1[CH:11]=[CH:10][CH:9]=[CH:8][CH:7]=1>C1(C)C=CC=CC=1>[CH2:5]([N:12]1[CH2:17][CH2:16][CH:15]([N:18]([CH3:32])[C:19]2[C:24]([NH:25][C:26]3([CH3:3])[CH2:27][CH2:28]3)=[CH:23][CH:22]=[CH:21][N:20]=2)[CH2:14][CH2:13]1)[C:6]1[CH:11]=[CH:10][CH:9]=[CH:8][CH:7]=1 |f:0.1.2|. Procedure: To a mixture of methyllithium-lithium bromide (1.5M in ether, 2.28 ml) in dry toluene (6.3 ml) at -78° under nitrogen in a flame-dried flask is added a mixture of 1-benzyl-4-[N-methyl-N-(3-(1-ethoxycyclopropylamino)-2-pyridinyl)amino]piperidine (EXAMPLE 123, 325 mg) in dry toluene (8.5 ml) at -78°. The mixture is stirred at -78° C. for 1 hr, quenched carefully with saturated aqueous ammonium chloride (10 ml) and water (10 ml) and warmed to 20°-25°. The mixture is extracted with ethyl acetate (25... Reaction SMILES: [O:1]=[C:2]1[O:7][CH2:6][C:5]2[CH:8]=[CH:9][CH:10]=[C:11]3[C:12](=O)[CH2:13][CH2:14][N:3]1[C:4]=23.C1(C)C=CC(S(O)(=O)=O)=CC=1.[CH2:27]([NH2:30])[CH:28]=[CH2:29]>CO>[O:1]=[C:2]1[O:7][CH2:6][C:5]2[CH:8]=[CH:9][CH:10]=[C:11]3[CH:12]([NH:30][CH2:27][CH:28]=[CH2:29])[CH2:13][CH2:14][N:3]1[C:4]=23. Conditions: time 1 hour. Solvent: CO (methanol). Procedure: To a solution of 6,7-dihydro-3,7-dioxo-1H,3H,5H-pyrido[3,2,1-ij][3,1]benzoxazine (6.10 g) in methanol (100 ml) were added molecular sieve 3A (12 g), p-toluenesulfonic acid (catalytic amount) and allylamine (50 ml), and the mixture was refluxed overnight. After cooling the reaction mixture, molecular sieve 3A was filtered off and sodium borohydride (1.70 g) was added to the filtrate under ice-cooling, then the mixture was stirred for 1 hour at room temperature. To the reaction mixture was added a... Yields the product O=C1N2C3=C(CO1)C=CC=C3C(CC2)NCC=C (6,7-dihydro-3-oxo-7-allylamino-1H,3H,5H-pyrido[3,2,1-ij][3,1]benzoxazine). The reactants are 3A, O=C1N2C3=C(CO1)C=CC=C3C(CC2)=O (6,7-dihydro-3,7-dioxo-1H,3H,5H-pyrido[3,2,1-ij][3,1]benzoxazine), 3A, C1(=CC=C(C=C1)S(=O)(=O)O)C (p-toluenesulfonic acid), C(C=C)N (allylamine).